This data is from the Open Reaction Database (ORD), a public repository of structured organic reaction records. The task is: describe an organic reaction: reactants, conditions, products, and yield The reactants are ClCCl, OCCn1cc(-c2ccc3c(c2)OCCc2sc(-c4ncnn4CC(F)(F)F)nc2-3)cn1, O. The product is O=CCn1cc(-c2ccc3c(c2)OCCc2sc(-c4ncnn4CC(F)(F)F)nc2-3)cn1. As a reaction SMILES: [Cl:33][CH2:34][Cl:35].[F:1][C:2]([CH2:3][n:4]1[n:5][cH:6][n:7][c:8]1-[c:9]1[s:10][c:11]2[c:17]([n:18]1)-[c:16]1[c:15]([cH:22][c:21](-[c:23]3[cH:24][n:25][n:26]([CH2:28][CH2:29][OH:30])[cH:27]3)[cH:20][cH:19]1)[O:14][CH2:13][CH2:12]2)([F:31])[F:32].[OH2:36]>>[F:1][C:2]([CH2:3][n:4]1[n:5][cH:6][n:7][c:8]1-[c:9]1[s:10][c:11]2[c:17]([n:18]1)-[c:16]1[c:15]([cH:22][c:21](-[c:23]3[cH:24][n:25][n:26]([CH2:28][CH:29]=[O:30])[cH:27]3)[cH:20][cH:19]1)[O:14][CH2:13][CH2:12]2)([F:31])[F:32].